The task is: describe an organic reaction: reactants, conditions, products, and yield. This data is from the Open Reaction Database (ORD), a public repository of structured organic reaction records. Starting materials: CCN(Cc1ccc(F)cc1)C(=O)COc1ccc(CCOc2ccccc2C(=O)OC)cc1, C1CCOC1, [Li+], [OH-]. The product is CCN(Cc1ccc(F)cc1)C(=O)COc1ccc(CCOc2ccccc2C(=O)O)cc1. Reaction SMILES: [CH2:1]([CH3:2])[N:3]([C:4]([CH2:5][O:6][c:7]1[cH:8][cH:9][c:10]([CH2:13][CH2:14][O:15][c:16]2[c:17]([C:18](=[O:19])[O:20][CH3:21])[cH:22][cH:23][cH:24][cH:25]2)[cH:11][cH:12]1)=[O:26])[CH2:27][c:28]1[cH:29][cH:30][c:31]([F:34])[cH:32][cH:33]1.[CH2:37]1[O:38][CH2:39][CH2:40][CH2:41]1.[Li+:35].[OH-:36]>>[CH2:1]([CH3:2])[N:3]([C:4]([CH2:5][O:6][c:7]1[cH:8][cH:9][c:10]([CH2:13][CH2:14][O:15][c:16]2[c:17]([C:18](=[O:19])[OH:20])[cH:22][cH:23][cH:24][cH:25]2)[cH:11][cH:12]1)=[O:26])[CH2:27][c:28]1[cH:29][cH:30][c:31]([F:34])[cH:32][cH:33]1. The reactants are IC1=CC2=C(OCCC=3N2N=C(C3)C(=O)N)C=C1 (9-iodo-4,5-dihydrobenzo[b]pyrazolo[1,5-d][1,4]oxazepine-2-carboxamide), N1CCCCC1 (piperidine), CC1=CC(=NO1)[C@@](C)(C#C)O ((2R)-2-(5-methyl-1,2-oxazol-3-yl)but-3-yn-2-ol). Reagents/catalysts: C=1C=CC(=CC1)[P](C=2C=CC=CC2)(C=3C=CC=CC3)[Pd]([P](C=4C=CC=CC4)(C=5C=CC=CC5)C=6C=CC=CC6)([P](C=7C=CC=CC7)(C=8C=CC=CC8)C=9C=CC=CC9)[P](C=1C=CC=CC1)(C=1C=CC=CC1)C=1C=CC=CC1 (tetrakis(triphenylphosphine)palladium), [Cu]I (copper(I) iodide). Conditions: temperature 60 celsius. The product is O[C@@](C#CC1=CC2=C(OCCC=3N2N=C(C3)C(=O)N)C=C1)(C)C1=NOC(=C1)C ((R)-9-(3-hydroxy-3-(5-methylisoxazol-3-yl)but-1-yn-1-yl)-4,5-dihydrobenzo[b]pyrazolo[1,5-d][1,4]oxazepine-2-carboxamide). Isolated yield 55.7%. As a reaction SMILES: I[C:2]1[CH:18]=[CH:17][C:5]2[O:6][CH2:7][CH2:8][C:9]3[N:10]([N:11]=[C:12]([C:14]([NH2:16])=[O:15])[CH:13]=3)[C:4]=2[CH:3]=1.N1CCCCC1.[CH3:25][C:26]1[O:30][N:29]=[C:28]([C@:31]([OH:35])([C:33]#[CH:34])[CH3:32])[CH:27]=1>C1C=CC([P]([Pd]([P](C2C=CC=CC=2)(C2C=CC=CC=2)C2C=CC=CC=2)([P](C2C=CC=CC=2)(C2C=CC=CC=2)C2C=CC=CC=2)[P](C2C=CC=CC=2)(C2C=CC=CC=2)C2C=CC=CC=2)(C2C=CC=CC=2)C2C=CC=CC=2)=CC=1.[Cu]I>[OH:35][C@:31]([C:28]1[CH:27]=[C:26]([CH3:25])[O:30][N:29]=1)([CH3:32])[C:33]#[C:34][C:2]1[CH:18]=[CH:17][C:5]2[O:6][CH2:7][CH2:8][C:9]3[N:10]([N:11]=[C:12]([C:14]([NH2:16])=[O:15])[CH:13]=3)[C:4]=2[CH:3]=1 |^1:39,41,60,79|. Procedure: To a pressure tube was added 9-iodo-4,5-dihydrobenzo[b]pyrazolo[1,5-d][1,4]oxazepine-2-carboxamide (99 mg, 0.28 mmol) followed by piperidine (2.0 mL), tetrakis(triphenylphosphine)palladium (0) (32 mg, 0.03 mmol), copper(I) iodide (5 mg, 0.03 mmol) and (2R)-2-(5-methyl-1,2-oxazol-3-yl)but-3-yn-2-ol (63 mg, 0.42 mmol). The reaction vessel was sealed and heated at 60° C. for 30 minutes. The reaction mixture was cooled and concentrated in vacuo. and then co-evaporated with dichloromethane (2×10 ml).... The reactants are C(#N)C1(CCCC2=CC=CC=C12)O (1-cyano-1-hydroxy-1,2,3,4-tetrahydronaphthalene), C(C)O (ethanol), Cl (hydrogen chloride). The product is C(C)OC(=N)C1(CCCC2=CC=CC=C12)O (Ethyl-1-hydroxy-1,2,3,4-tetrahydronaphthalene-1-carboximidate). RXN SMILES: [C:1]([C:3]1([OH:13])[C:12]2[C:7](=[CH:8][CH:9]=[CH:10][CH:11]=2)[CH2:6][CH2:5][CH2:4]1)#[N:2].Cl.[CH2:15]([OH:17])[CH3:16]>>[CH2:15]([O:17][C:1]([C:3]1([OH:13])[C:12]2[C:7](=[CH:8][CH:9]=[CH:10][CH:11]=2)[CH2:6][CH2:5][CH2:4]1)=[NH:2])[CH3:16]. Procedure: The cyanohydrin of Example 4 (6.0 g, 34.7 mmol) was dissolved in 60 ml ethanol and perfused with hydrogen chloride for 30 minutes. After a 16 hour reaction period at 0° C. the mixture was evaporated in vacuo to a solid which was triturated with ether. The residue was taken up in 200 ml chloroform and washed with 2×50 ml saturated sodium bicarbonate, 1×50 ml brine, dried over sodium sulfate, filtered, and concentrated to a solid; 5.3 g (71%), mp 84°-86° C. The reactants are O=C1CCCN(Cc2ccccc2)C1, CS(C)=O, C[S+](C)C, Cl, [H-], [I-], [Na+], O. The product is c1ccc(CN2CCCC3(CO3)C2)cc1. As a reaction SMILES: [CH2:10]([c:11]1[cH:12][cH:13][cH:14][cH:15][cH:16]1)[N:17]1[CH2:18][C:19](=[O:23])[CH2:20][CH2:21][CH2:22]1.[CH3:24][S:25]([CH3:26])=[O:27].[CH3:2][S+:3]([CH3:4])[CH3:5].[ClH:9].[H-:7].[I-:1].[Na+:6].[OH2:8]>>[CH2:2]1[C:19]2([CH2:18][N:17]([CH2:10][c:11]3[cH:12][cH:13][cH:14][cH:15][cH:16]3)[CH2:22][CH2:21][CH2:20]2)[O:23]1.